From a dataset of the Open Reaction Database (ORD), a public repository of structured organic reaction records. describe an organic reaction: reactants, conditions, products, and yield Starting materials: NC1=C(C(=NN1C1=C(C=C(C=C1Cl)C(F)(F)F)Cl)C#N)C(CBr)=O (5-amino-4-bromoacetyl-3-cyano-1-(2,6-dichloro-4-trifluoromethylphenyl)pyrazole), C(C)(=S)N (thioacetamide). The solvent is C(C)O (ethanol). The product is NC1=C(C(=NN1C1=C(C=C(C=C1Cl)C(F)(F)F)Cl)C#N)C=1N=C(SC1)C (5-Amino-3-cyano-1-(2,6-dichloro-4-trifluoromethylphenyl)-4-(2-methylthiazol-4-yl)pyrazole). Reaction SMILES: [NH2:1][C:2]1[N:6]([C:7]2[C:12]([Cl:13])=[CH:11][C:10]([C:14]([F:17])([F:16])[F:15])=[CH:9][C:8]=2[Cl:18])[N:5]=[C:4]([C:19]#[N:20])[C:3]=1[C:21](=O)[CH2:22]Br.[C:25]([NH2:28])(=[S:27])[CH3:26]>C(O)C>[NH2:1][C:2]1[N:6]([C:7]2[C:12]([Cl:13])=[CH:11][C:10]([C:14]([F:17])([F:16])[F:15])=[CH:9][C:8]=2[Cl:18])[N:5]=[C:4]([C:19]#[N:20])[C:3]=1[C:21]1[N:28]=[C:25]([CH3:26])[S:27][CH:22]=1. Procedure details: To a solution of 5-amino-4-bromoacetyl-3-cyano-1-(2,6-dichloro-4-trifluoromethylphenyl)pyrazole (0.1 g) in ethanol (5 ml) was added thioacetamide (0.0375 g). After 1 hour at room temperature the mixture was evaporated and the residue was purified by column chromatography on silica gel (10 g) eluted with dichloromethane. Combination and evaporation of suitable fractions gave the title compound as a white solid, m.p. 226-8° C. The solvent is C(C)C(=O)C (methyl ethyl ketone). Product: ClC1=NC(=CC2=CC=C(C=C12)Cl)N(C)C1=CC=C(OC(C(=O)OCC)C)C=C1 (ethyl 2-{4-[N-(1,7-dichloroisoquinolin-3-yl)-N-methylamino]phenoxy}propionate). Reported procedure: A mixture of ethyl 2-bromopropionate (1.6 g), 4-[N-(1,7-dichloroisoquinolin-3-yl)-N-methylamino]phenol (2.76 g), anhydrous potassium carbonate (1.19 g) and methyl ethyl ketone was heated under reflux for a period of 3 hours. The mixture was cooled, washed with water and was dried over anhydrous magnesium sulfate. The solvent was removed by distillation under reduced pressure to give an oil which was purified by column chromatography over silica gel (eluant dichloromethane) to give ethyl 2-{4-[N-... Yield: 85.5%. RXN SMILES: Br[CH:2]([CH3:8])[C:3]([O:5][CH2:6][CH3:7])=[O:4].[Cl:9][C:10]1[C:19]2[C:14](=[CH:15][CH:16]=[C:17]([Cl:20])[CH:18]=2)[CH:13]=[C:12]([N:21]([C:23]2[CH:28]=[CH:27][C:26]([OH:29])=[CH:25][CH:24]=2)[CH3:22])[N:11]=1.C(=O)([O-])[O-].[K+].[K+]>C(C(C)=O)C>[Cl:9][C:10]1[C:19]2[C:14](=[CH:15][CH:16]=[C:17]([Cl:20])[CH:18]=2)[CH:13]=[C:12]([N:21]([C:23]2[CH:28]=[CH:27][C:26]([O:29][CH:2]([CH3:8])[C:3]([O:5][CH2:6][CH3:7])=[O:4])=[CH:25][CH:24]=2)[CH3:22])[N:11]=1 |f:2.3.4|. Starting materials: BrC(C(=O)OCC)C (ethyl 2-bromopropionate), ClC1=NC(=CC2=CC=C(C=C12)Cl)N(C)C1=CC=C(C=C1)O (4-[N-(1,7-dichloroisoquinolin-3-yl)-N-methylamino]phenol), C([O-])([O-])=O.[K+].[K+] (potassium carbonate). RXN SMILES: [Br:21][c:22]1[cH:23][c:24]([N:28]=[C:29]=[O:30])[cH:25][cH:26][cH:27]1.[Cl:31][CH2:32][Cl:33].[NH2:1][c:2]1[n:3][cH:4][n:5][c:6]2[cH:7][cH:8][cH:9][c:10]([O:12][c:13]3[cH:14][cH:15][c:16]([O:19][CH3:20])[cH:17][cH:18]3)[c:11]12>>[NH:1]([c:2]1[n:3][cH:4][n:5][c:6]2[cH:7][cH:8][cH:9][c:10]([O:12][c:13]3[cH:14][cH:15][c:16]([O:19][CH3:20])[cH:17][cH:18]3)[c:11]12)[C:29]([NH:28][c:24]1[cH:23][c:22]([Br:21])[cH:27][cH:26][cH:25]1)=[O:30]. Yields the product COc1ccc(Oc2cccc3ncnc(NC(=O)Nc4cccc(Br)c4)c23)cc1. The reactants are O=C=Nc1cccc(Br)c1, ClCCl, COc1ccc(Oc2cccc3ncnc(N)c23)cc1. Reactants: C(C)B(CC)CC (Triethylborane), CC1=CC=C(C=C1)S(=O)(=O)OCC(F)(F)F (2,2,2-trifluoroethyl 4-methylbenzenesulfonate), ClC(=O)C=1C(=CC(=C(C(=O)OC)C1)C)C (methyl 5-(chlorocarbonyl)-2,4-dimethylbenzoate), ClC(=O)C=1C(=CC(=C(C(=O)OC)C1)C)C (methyl 5-(chlorocarbonyl)-2,4-dimethylbenzoate), [Li]CCCC (n-BuLi), OP(=O)(O)O (H3PO4). The reagents and catalysts are [Cu]I (CuI). The solvent is C1CCOC1 (THF), C1CCOC1 (THF), CN(P(=O)(N(C)C)N(C)C)C (hexamethylphosphoramide). Run at temperature -78 celsius, time 1 hour. Product: FC(=C(C(=O)C=1C(=CC(=C(C(=O)OC)C1)C)C)CC)F (Methyl 5-(2-(difluoromethylene)butanoyl)-2,4-dimethylbenzoate). The yield is 37.8%. Reaction SMILES: CC1C=CC(S(O[CH2:12][C:13](F)([F:15])[F:14])(=O)=O)=CC=1.[Li]CCCC.C(B([CH2:27][CH3:28])CC)C.Cl[C:30]([C:32]1[C:33]([CH3:43])=[CH:34][C:35]([CH3:42])=[C:36]([CH:41]=1)[C:37]([O:39][CH3:40])=[O:38])=[O:31].OP(O)(O)=O>C1COCC1.[Cu]I.CN(C)P(N(C)C)(N(C)C)=O>[F:14][C:13]([F:15])=[C:12]([CH2:27][CH3:28])[C:30]([C:32]1[C:33]([CH3:43])=[CH:34][C:35]([CH3:42])=[C:36]([CH:41]=1)[C:37]([O:39][CH3:40])=[O:38])=[O:31]. Procedure: Into a 100-mL three neck round-bottom flask, which was purged and maintained with an inert atmosphere of argon, was placed a solution of 2,2,2-trifluoroethyl 4-methylbenzenesulfonate (1.00 g, 3.93 mmol) in THF (30 mL). The solution was cooled to −78° C., then n-BuLi (5.0 mL, 1.6 M in hexane, 8.0 mmol) was added drop-wise and the mixture was stirred at −78° C. for 40 min Triethylborane (TEB) (5.0 mL, 1 M in THF, 5.0 mmol) was slowly added and the mixture was stirred at −78° C. for 1 h, then at ro... Starting materials: COC1=C(C=CC=2SC=3NCCCC3N2)C=CC=C1OC (2-(2,3-dimethoxystyryl)-4,5,6,7-tetrahydrothiazolo[5,4-b]pyridine), CS(=O)(=O)Cl (methanesulfonyl chloride), C([O-])(O)=O.[Na+] (sodium bicarbonate). The solvent is N1=CC=CC=C1 (pyridine). Run at time 3 hour. Product: COC1=C(C=CC=2SC=3N(CCCC3N2)S(=O)(=O)C)C=CC=C1OC (2-(2,3-Dimethoxystyryl)-4-methanesulfonyl-4,5,6,7-tetrahydrothiazolo[5,4-b]pyridine). Yield: 86.8%. Reaction SMILES: [CH3:1][O:2][C:3]1[C:19]([O:20][CH3:21])=[CH:18][CH:17]=[CH:16][C:4]=1[CH:5]=[CH:6][C:7]1[S:8][C:9]2[NH:10][CH2:11][CH2:12][CH2:13][C:14]=2[N:15]=1.[CH3:22][S:23](Cl)(=[O:25])=[O:24].C(=O)(O)[O-].[Na+]>N1C=CC=CC=1>[CH3:1][O:2][C:3]1[C:19]([O:20][CH3:21])=[CH:18][CH:17]=[CH:16][C:4]=1[CH:5]=[CH:6][C:7]1[S:8][C:9]2[N:10]([S:23]([CH3:22])(=[O:25])=[O:24])[CH2:11][CH2:12][CH2:13][C:14]=2[N:15]=1 |f:2.3|. Procedure: To a solution of 2-(2,3-dimethoxystyryl)-4,5,6,7-tetrahydrothiazolo[5,4-b]pyridine (1.0 g, 3.3 mmole) in pyridine (10 ml) was added dropwise methanesulfonyl chloride (0.45 g, 3.97 mmole) with ice-cooling. The reaction mixture was heated with stirring at room temperature for 3 hours and then a sodium bicarbonate solution was added to the mixture which was extracted with a chloroform-methanol mixed solvent. The extract was dried over magnesium sulfate and concentrated. The residue was purified by ... Starting materials: [N+](=O)([O-])C1=CC=C(C(=O)NC2=CC=C(C=C2)C=2N=CC(NC2)=O)C=C1 (5-[4-(4-Nitrobenzamido)phenyl]-2(1H)-pyrazinone), CN(C=O)C (dimethylformamide), C1=CCCCC1 (cyclohexene). The reagents and catalysts are [Pd] (palladium on charcoal). Solvent: C(C)O (ethanol). The product is NC1=CC=C(C(=O)NC2=CC=C(C=C2)C=2N=CC(NC2)=O)C=C1 (5-[4-(4-Aminobenzamido)phenyl]-2(1H)-pyrazinone). As a reaction SMILES: [N+:1]([C:4]1[CH:25]=[CH:24][C:7]([C:8]([NH:10][C:11]2[CH:16]=[CH:15][C:14]([C:17]3[N:18]=[CH:19][C:20](=[O:23])[NH:21][CH:22]=3)=[CH:13][CH:12]=2)=[O:9])=[CH:6][CH:5]=1)([O-])=O.C1CCCCC=1.CN(C)C=O>[Pd].C(O)C>[NH2:1][C:4]1[CH:25]=[CH:24][C:7]([C:8]([NH:10][C:11]2[CH:12]=[CH:13][C:14]([C:17]3[N:18]=[CH:19][C:20](=[O:23])[NH:21][CH:22]=3)=[CH:15][CH:16]=2)=[O:9])=[CH:6][CH:5]=1. Reported procedure: 5-[4-(4-Nitrobenzamido)phenyl]-2(1H)-pyrazinone (1.0 g) was added to a vigorously stirred suspension of palladium on charcoal (0.3 g, 5%) in ethanol (20 ml) followed by cyclohexene (20 ml). The reaction was heated under reflux for 24 hours, hot dimethylformamide was then added and the mixture was filtered. Evaporation of the filtrate gave a solid residue which was extracted with boiling glacial acetic acid, collected and dried to give the title compound (0.6 g, m.p. >300° C.; δ(DMSO-d6) 7.99 and... The reactants are CCO, [Na+], [OH-], CCCCSc1cnc2c(c1)c(-c1cn[nH]c1)cn2S(=O)(=O)c1ccccc1. Product: CCCCSc1cnc2[nH]cc(-c3cn[nH]c3)c2c1. As a reaction SMILES: [CH3:31][CH2:32][OH:33].[Na+:30].[OH-:29].[c:1]1([S:2](=[O:3])(=[O:4])[n:10]2[cH:11][c:12](-[c:24]3[cH:25][n:26][nH:27][cH:28]3)[c:13]3[c:14]2[n:15][cH:16][c:17]([S:19][CH2:20][CH2:21][CH2:22][CH3:23])[cH:18]3)[cH:5][cH:6][cH:7][cH:8][cH:9]1>>[nH:10]1[cH:11][c:12](-[c:24]2[cH:25][n:26][nH:27][cH:28]2)[c:13]2[c:14]1[n:15][cH:16][c:17]([S:19][CH2:20][CH2:21][CH2:22][CH3:23])[cH:18]2. Reactants: C[Si](C)(C)Cl, CO, O=C(O)Cc1ccc(Cl)c(Cl)c1. The product is COC(=O)Cc1ccc(Cl)c(Cl)c1. As a reaction SMILES: [CH3:13][Si:14]([Cl:15])([CH3:16])[CH3:17].[CH3:18][OH:19].[Cl:1][c:2]1[cH:3][c:4]([CH2:9][C:10](=[O:11])[OH:12])[cH:5][cH:6][c:7]1[Cl:8]>>[Cl:1][c:2]1[cH:3][c:4]([CH2:9][C:10]([O:11][CH3:13])=[O:12])[cH:5][cH:6][c:7]1[Cl:8]. The reactants are CCOCC (ether), C(C=C)Br (allyl bromide), C(C1=CC=CC=C1)(=O)C1=CC=CC=C1 (benzophenone), C(=O)([O-])[O-].[K+].[K+] (K2CO3). Solvent: CC(=O)C (acetone). Product: C(C=C)OC1=C(C(=O)C2=CC=CC=C2)C=CC(=C1)OC (2-Allyloxy-4-Methoxy-Benzophenone). RXN SMILES: CC[O:3][CH2:4][CH3:5].[C:6]([C:14]1[CH:19]=[CH:18][CH:17]=[CH:16][CH:15]=1)(=[O:13])[C:7]1[CH:12]=[CH:11][CH:10]=[CH:9][CH:8]=1.[C:20]([O-:23])([O-])=O.[K+].[K+].[CH2:26](Br)C=C>CC(C)=O>[CH2:4]([O:3][C:8]1[CH:9]=[C:10]([O:23][CH3:20])[CH:11]=[CH:12][C:7]=1[C:6]([C:14]1[CH:19]=[CH:18][CH:17]=[CH:16][CH:15]=1)=[O:13])[CH:5]=[CH2:26] |f:2.3.4|. Procedure details: The ether was prepared as in the preceding example from 100 grams (0.45 moles) benzophenone, 61 grams (0.45 moles) K2CO3, 2.5 grams (0.45 moles) allyl bromide and 200 ml of acetone. The product (pale yellow oil) was isolated after 8 hours reflux and was rearranged without further purification. The reactants are C(C1=CC(C=O)=CC=C1)=O (Isophthalaldehyde), CCO (EtOH), [BH4-].[Na+] (NaBH4), NH4OAc, CCOC(=O)C (EtOAc). As a reaction SMILES: [CH:1](=[O:10])[C:2]1[CH:9]=[CH:8][CH:7]=[C:4]([CH:5]=[O:6])[CH:3]=1.CCO.[BH4-].[Na+].CCOC(C)=O>C1COCC1>[OH:10][CH2:1][C:2]1[CH:3]=[C:4]([CH:7]=[CH:8][CH:9]=1)[CH:5]=[O:6] |f:2.3|. Run at temperature 0 celsius, time 1 hour. The yield is 40.1%. Reported procedure: Isophthalaldehyde (150 g, 1.1 mole) was dissolved in THF (1 L) and EtOH (1 L) at 0° C. NaBH4 (11.0 g, 291 mmol) was added portionwise and the mixture stirred 1 hour at 0° C. Addition of 25% aq. NH4OAc and extraction with EtOAc (2×) followed by purification by flash chromatography (20% to 40% EtOAc in hexanes) yielded 60 g of 3-(hydroxymethyl)benzaldehyde. Product: OCC=1C=C(C=O)C=CC1 (3-(hydroxymethyl)benzaldehyde). The solvent is C1CCOC1 (THF).